Dataset: the Open Reaction Database (ORD), a public repository of structured organic reaction records. Task: describe an organic reaction: reactants, conditions, products, and yield Reactants: FC1=C2C(=C(C(=NC2=CC(=C1)F)N1CCNCC1)C)NC=1C=NC=C(C1)N1CCOCC1 (5,7-difluoro-3-methyl-N-(5-morpholinopyridin-3-yl)-2-(piperazin-1-yl)quinolin-4-amine), O1CCC(CC1)C(=O)Cl (tetrahydro-2H-pyran-4-carbonyl chloride). The product is FC1=C2C(=C(C(=NC2=CC(=C1)F)N1CCN(CC1)C(=O)C1CCOCC1)C)NC=1C=NC=C(C1)N1CCOCC1 ((4-(5,7-difluoro-3-methyl-4-(5-morpholinopyridin-3-ylamino)quinolin-2-yl)piperazin-1-yl)(tetrahydro-2H-pyran-4-yl)methanone). RXN SMILES: [F:1][C:2]1[CH:11]=[C:10]([F:12])[CH:9]=[C:8]2[C:3]=1[C:4]([NH:20][C:21]1[CH:22]=[N:23][CH:24]=[C:25]([N:27]3[CH2:32][CH2:31][O:30][CH2:29][CH2:28]3)[CH:26]=1)=[C:5]([CH3:19])[C:6]([N:13]1[CH2:18][CH2:17][NH:16][CH2:15][CH2:14]1)=[N:7]2.[O:33]1[CH2:38][CH2:37][CH:36]([C:39](Cl)=[O:40])[CH2:35][CH2:34]1>>[F:1][C:2]1[CH:11]=[C:10]([F:12])[CH:9]=[C:8]2[C:3]=1[C:4]([NH:20][C:21]1[CH:22]=[N:23][CH:24]=[C:25]([N:27]3[CH2:32][CH2:31][O:30][CH2:29][CH2:28]3)[CH:26]=1)=[C:5]([CH3:19])[C:6]([N:13]1[CH2:14][CH2:15][N:16]([C:39]([CH:36]3[CH2:37][CH2:38][O:33][CH2:34][CH2:35]3)=[O:40])[CH2:17][CH2:18]1)=[N:7]2. Procedure details: Prepared according to Procedure R using 5,7-difluoro-3-methyl-N-(5-morpholinopyridin-3-yl)-2-(piperazin-1-yl)quinolin-4-amine (40.0 mg, 0.09 mmol) and tetrahydro-2H-pyran-4-carbonyl chloride to give (4-(5,7-difluoro-3-methyl-4-(5-morpholinopyridin-3-ylamino)quinolin-2-yl)piperazin-1-yl)(tetrahydro-2H-pyran-4-yl)methanone. 1H NMR (DMSO-d6) δ ppm 1.55-1.67 (m, 4H), 2.10 (br s, 3H), 2.91-2.96 (m, 1H), 3.05 (t, J=4.4 Hz, 4H), 3.24 (br s, 2H), 3.33-3.43 (m, 3H), 3.64 (br s, 2H), 3.69 (t, J=4.0 Hz, 7H...